This data is from the Open Reaction Database (ORD), a public repository of structured organic reaction records. The task is: describe an organic reaction: reactants, conditions, products, and yield Reactants: CCN(CC)c1ccc(C(=O)c2c(Cl)c(Cl)c(Cl)c(Cl)c2C(=O)O)c(C)c1, CN(C)c1cccc(N(C)C)c1. Product: CCN(CC)c1ccc(C2(c3ccc(N(C)C)cc3N(C)C)OC(=O)c3c(Cl)c(Cl)c(Cl)c(Cl)c32)c(C)c1. RXN SMILES: [CH3:1][c:2]1[c:3]([C:4](=[O:5])[c:6]2[c:7]([C:8](=[O:9])[OH:10])[c:11]([Cl:18])[c:12]([Cl:17])[c:13]([Cl:16])[c:14]2[Cl:15])[cH:19][cH:20][c:21]([N:23]([CH2:24][CH3:25])[CH2:26][CH3:27])[cH:22]1.[CH3:28][N:29]([c:30]1[cH:31][c:32]([N:36]([CH3:37])[CH3:38])[cH:33][cH:34][cH:35]1)[CH3:39]>>[CH3:1][c:2]1[c:3]([C:4]2([c:33]3[c:32]([N:36]([CH3:37])[CH3:38])[cH:31][c:30]([N:29]([CH3:28])[CH3:39])[cH:35][cH:34]3)[O:5][C:8](=[O:9])[c:7]3[c:6]2[c:14]([Cl:15])[c:13]([Cl:16])[c:12]([Cl:17])[c:11]3[Cl:18])[cH:19][cH:20][c:21]([N:23]([CH2:24][CH3:25])[CH2:26][CH3:27])[cH:22]1. Starting materials: CCOC(=O)c1nccnc1CS(=O)(=O)Cc1c(Cl)cccc1C(F)(F)F, CN(C)C=O, CCI. Yields the product CCOC(=O)c1nccnc1C(CC)S(=O)(=O)Cc1c(Cl)cccc1C(F)(F)F. Reaction SMILES: [CH2:1]([CH3:2])[O:3][C:4](=[O:5])[c:6]1[n:7][cH:8][cH:9][n:10][c:11]1[CH2:12][S:13](=[O:14])(=[O:15])[CH2:16][c:17]1[c:18]([Cl:27])[cH:19][cH:20][cH:21][c:22]1[C:23]([F:24])([F:25])[F:26].[CH3:31][N:32]([CH3:33])[CH:34]=[O:35].[I:28][CH2:29][CH3:30]>>[CH2:1]([CH3:2])[O:3][C:4](=[O:5])[c:6]1[n:7][cH:8][cH:9][n:10][c:11]1[CH:12]([S:13](=[O:14])(=[O:15])[CH2:16][c:17]1[c:18]([Cl:27])[cH:19][cH:20][cH:21][c:22]1[C:23]([F:24])([F:25])[F:26])[CH2:29][CH3:30]. The reactants are C([O-])([O-])=O.[K+].[K+] (Potassium carbonate), ClC1=CC(=C(C=C1)O)[N+](=O)[O-] (4-chloro-2-nitro-phenol), Cl.ClCCN(C)C (2-Chloro-N,N-dimethyl ethyl amine hydrochloride). The solvent is CN(C)C=O (DMF). Conditions: temperature 0 celsius, time 4 hour. Product: ClC1=CC(=C(OCCN(C)C)C=C1)[N+](=O)[O-] ([2-(4-Chloro-2-nitro-phenoxy)-ethyl]-dimethyl-amine). Yield: 35.4%. As a reaction SMILES: C(=O)([O-])[O-].[K+].[K+].[Cl:7][C:8]1[CH:13]=[CH:12][C:11]([OH:14])=[C:10]([N+:15]([O-:17])=[O:16])[CH:9]=1.Cl.Cl[CH2:20][CH2:21][N:22]([CH3:24])[CH3:23]>CN(C=O)C>[Cl:7][C:8]1[CH:13]=[CH:12][C:11]([O:14][CH2:20][CH2:21][N:22]([CH3:24])[CH3:23])=[C:10]([N+:15]([O-:17])=[O:16])[CH:9]=1 |f:0.1.2,4.5|. Procedure: Potassium carbonate (3.2 g, 12.3 mmol) was added to a solution of 4-chloro-2-nitro-phenol (6.0 g, 34.6 mmol) in DMF (60 mL). The mixture was cooled to 0° C. 2-Chloro-N,N-dimethyl ethyl amine hydrochloride (9.96 g, 69.1 mmol) was added in portions. The reaction mixture was allowed to warm to rt, stirred for 4 h, heated to 95° C., stirred for 16 h, allowed to cool to rt, quenched by addition of a saturated aqueous solution of ammonium chloride and extracted with EtOAc. The organic phase was dried ... Reactants: N(=[N+]=[N-])C1CC(C(CC1)O[Si](C)(C)C(C)(C)C)F ([(4-azido-2-fluorocyclohexyl)oxy](tert-butyl)dimethylsilane). Reagents/catalysts: [Pd] (Pd/C). Run in CO (MeOH), CO (MeOH). Conditions: time 8 hour. Product: [Si](C)(C)(C(C)(C)C)OC1C(CC(CC1)N)F (4-{[tert-Butyl(dimethyl)silyl]oxy}-3-fluorocyclohexanamine). Reaction SMILES: [N:1]([CH:4]1[CH2:9][CH2:8][CH:7]([O:10][Si:11]([C:14]([CH3:17])([CH3:16])[CH3:15])([CH3:13])[CH3:12])[CH:6]([F:18])[CH2:5]1)=[N+]=[N-]>CO.[Pd]>[Si:11]([O:10][CH:7]1[CH2:8][CH2:9][CH:4]([NH2:1])[CH2:5][CH:6]1[F:18])([C:14]([CH3:17])([CH3:16])[CH3:15])([CH3:13])[CH3:12]. Procedure details: To a stirred solution [(4-azido-2-fluorocyclohexyl)oxy](tert-butyl)dimethylsilane (1.0 g, 3.66 mmol) in MeOH (15 mL) was added Pd/C in MeOH. The flask was evacuated and filled with hydrogen several times, and left to stir overnight under hydrogen atmosphere. The mixture was diluted with DCM, filtered through a pad of Celite, and concentrated to afford the title compound. Reported procedure: A mixture of 6,7-dimethoxy-2-methyl-4-(4-nitro-phenoxy)-quinazoline (0.081 g, 0.236 mmole), Pt/S (0.008 g, 15 mol %), ammonium formate (0.098 g, 1.56 mmol) and EtOH (3 mL) was heated with stirring at 70° C. for 3 hours. The reaction mixture was then filtered while hot and washed with hot EtOH. The crude product of 4-(6,7-dimethoxy-2-methyl-quinazolin-4-yloxy)-phenylamine (0.924 g) was obtained as a yellow solid, which was used in the next reaction without further purification. LC/MS: m/z 312 (M+... RXN SMILES: [CH3:1][O:2][C:3]1[CH:4]=[C:5]2[C:10](=[CH:11][C:12]=1[O:13][CH3:14])[N:9]=[C:8]([CH3:15])[N:7]=[C:6]2[O:16][C:17]1[CH:22]=[CH:21][C:20]([N+:23]([O-])=O)=[CH:19][CH:18]=1.C([O-])=O.[NH4+]>CCO>[CH3:1][O:2][C:3]1[CH:4]=[C:5]2[C:10](=[CH:11][C:12]=1[O:13][CH3:14])[N:9]=[C:8]([CH3:15])[N:7]=[C:6]2[O:16][C:17]1[CH:18]=[CH:19][C:20]([NH2:23])=[CH:21][CH:22]=1 |f:1.2|. Isolated yield 1257.6%. The product is crude product, COC=1C=C2C(=NC(=NC2=CC1OC)C)OC1=CC=C(C=C1)N (4-(6,7-dimethoxy-2-methyl-quinazolin-4-yloxy)-phenylamine). Reaction conditions: temperature 70 celsius, time 3 hour. Run in CCO (EtOH). Reactants: COC=1C=C2C(=NC(=NC2=CC1OC)C)OC1=CC=C(C=C1)[N+](=O)[O-] (6,7-dimethoxy-2-methyl-4-(4-nitro-phenoxy)-quinazoline), C(=O)[O-].[NH4+] (ammonium formate). The reactants are OC=1C=C2C(NC(C2=CC1)=O)=O (5-hydroxy-isoindole-1,3-dione), C([O-])([O-])=O.[K+].[K+] (potassium carbonate), FC1=CC=C(CBr)C=C1 (4-fluorobenzylbromide). Solvent: C(C)O (ethanol). Reaction conditions: temperature 80 celsius. Yields the product CH2Cl2—, FC1=CC=C(CN2C(C3=CC=C(C=C3C2=O)OCC2=CC=C(C=C2)F)=O)C=C1 (2-(4-Fluoro-benzyl)-5-(4-fluoro-benzyloxy)-isoindole-1,3-dione). The yield is 6.5%. As a reaction SMILES: [OH:1][C:2]1[CH:3]=[C:4]2[C:8](=[CH:9][CH:10]=1)[C:7](=O)[NH:6][C:5]2=[O:12].[C:13](=[O:16])([O-])[O-].[K+].[K+].[F:19][C:20]1[CH:27]=[CH:26][C:23]([CH2:24]Br)=[CH:22][CH:21]=1>C(O)C>[F:19][C:20]1[CH:27]=[CH:26][C:23]([CH2:7][N:6]2[C:5](=[O:12])[C:4]3[C:8](=[CH:9][CH:10]=[C:2]([O:1][CH2:24][C:23]4[CH:26]=[CH:27][C:20]([F:19])=[CH:21][CH:22]=4)[CH:3]=3)[C:13]2=[O:16])=[CH:22][CH:21]=1 |f:1.2.3|. Reported procedure: A mixture of 5-hydroxy-isoindole-1,3-dione (200 mg, 1.0 mmol), potassium carbonate (178 mg, 1.05 mmol), 4-fluorobenzylbromide (204 mg, 1.05 mmol) in ethanol (5 mL) was heated at 80° C. overnight. After cooling to room temperature, the reaction mixture was filtered and evaporated. The residue was purified by chromatography (SiO2, heptane-CH2Cl2 2:3 then CH2Cl2— 2N NH3-MeOH 99:1: to 95:5) to afford the title compound (13 mg, 3%) as a white solid. MS: m/e=379.4 (M+). Reactants: ClCC=CC=O (4-chloro-2-butenal), CO (methanol), Cl (hydrochloric acid), C([O-])([O-])=O.[Na+].[Na+] (sodium carbonate). Conditions: time 16 hour. Product: ClCC=CC(OC)OC (4-Chloro-1,1-dimethyoxy-2-butene). RXN SMILES: [Cl:1][CH2:2][CH:3]=[CH:4][CH:5]=[O:6].Cl.[C:8](=[O:11])([O-])[O-].[Na+].[Na+].[CH3:14]O>>[Cl:1][CH2:2][CH:3]=[CH:4][CH:5]([O:11][CH3:8])[O:6][CH3:14] |f:2.3.4|. Procedure: 4-Chloro-1,1-dimethyoxy-2-butene (Reagent K) was prepared by reacting 7.46 g. of 4-chloro-2-butenal with 200 ml. of anhydrous methanol and a catalytic amount of hydrochloric acid. The reaction mixture was stirred at room temperature for 16 hours, neutralized with sodium carbonate, filtered, and concentrated.